From a dataset of the Open Reaction Database (ORD), a public repository of structured organic reaction records. describe an organic reaction: reactants, conditions, products, and yield Reactants: 33.6, N(=C=O)C1=CC(=C(OC=2C=CC3=C(C=NS3)C2)C=C1)C(F)(F)F (5-(4'-isocyanato-2'-trifluoromethylphenoxy)-benzisothiazole), CNC (dimethylamine). Run in C(C)#N (acetonitrile). Run at time 12 hour. The product is CN(C(=O)NC1=CC(=C(OC=2C=CC3=C(C=NS3)C2)C=C1)C(F)(F)F)C (5-(4'-dimethylaminocarbonylamino-2'-trifluoromethylphenoxy)-benzisothiazole). Isolated yield 86.0%. As a reaction SMILES: [CH3:1][NH:2][CH3:3].[N:4]([C:7]1[CH:22]=[CH:21][C:10]([O:11][C:12]2[CH:13]=[CH:14][C:15]3[S:19][N:18]=[CH:17][C:16]=3[CH:20]=2)=[C:9]([C:23]([F:26])([F:25])[F:24])[CH:8]=1)=[C:5]=[O:6]>C(#N)C>[CH3:1][N:2]([CH3:3])[C:5]([NH:4][C:7]1[CH:22]=[CH:21][C:10]([O:11][C:12]2[CH:13]=[CH:14][C:15]3[S:19][N:18]=[CH:17][C:16]=3[CH:20]=2)=[C:9]([C:23]([F:26])([F:25])[F:24])[CH:8]=1)=[O:6]. Reported procedure: 5 parts of gaseous dimethylamine were passed into a solution of 33.6 parts of 5-(4'-isocyanato-2'-trifluoromethylphenoxy)-benzisothiazole in 400 parts of acetonitrile at from 10° to 20° C. and the reaction was allowed to continue for 12 hours at from 20° to 30° C., after which the solvent was removed under reduced pressure and the residue was recrystallized from chloroform. 32.7 parts (86% of theory) of 5-(4'-dimethylaminocarbonylamino-2'-trifluoromethylphenoxy)-benzisothiazole of melting point ... The reactants are COC(=O)c1ccc2[nH]ncc(=O)c2c1, Cc1ccccc1, CN(C)C=O, O=S(Cl)Cl. Product: COC(=O)c1ccc2nncc(Cl)c2c1. Reaction SMILES: [CH3:10][O:11][C:12](=[O:13])[c:14]1[cH:15][c:16]2[c:17](=[O:24])[cH:18][n:19][nH:20][c:21]2[cH:22][cH:23]1.[CH3:25][c:26]1[cH:27][cH:28][cH:29][cH:30][cH:31]1.[CH3:5][N:6]([CH3:7])[CH:8]=[O:9].[S:1]([Cl:2])([Cl:3])=[O:4]>>[Cl:3][c:17]1[c:16]2[cH:15][c:14]([C:12]([O:11][CH3:10])=[O:13])[cH:23][cH:22][c:21]2[n:20][n:19][cH:18]1. The reactants are C(C)OC(CN1C=CC2=CC=C(C=C12)OCC=1C(=NC(=CC1C(F)(F)F)C1=CC=C(C=C1)C(F)(F)F)C)=O ({6-[2-methyl-4-trifluoromethyl-6-(4-trifluoromethyl-phenyl)-pyridin-3-ylmethoxy]-indol-1-yl}-acetic acid ethyl ester), [Li+].[OH-] (LiOH). Yields the product CC1=NC(=CC(=C1COC1=CC=C2C=CN(C2=C1)CC(=O)O)C(F)(F)F)C1=CC=C(C=C1)C(F)(F)F ({6-[2-Methyl-4-trifluoromethyl-6-(4-trifluoromethyl-phenyl)-pyridin-3-ylmethoxy]-indol-1-yl}-acetic acid). As a reaction SMILES: C([O:3][C:4](=[O:38])[CH2:5][N:6]1[C:14]2[C:9](=[CH:10][CH:11]=[C:12]([O:15][CH2:16][C:17]3[C:18]([CH3:37])=[N:19][C:20]([C:27]4[CH:32]=[CH:31][C:30]([C:33]([F:36])([F:35])[F:34])=[CH:29][CH:28]=4)=[CH:21][C:22]=3[C:23]([F:26])([F:25])[F:24])[CH:13]=2)[CH:8]=[CH:7]1)C.[Li+].[OH-]>>[CH3:37][C:18]1[C:17]([CH2:16][O:15][C:12]2[CH:13]=[C:14]3[C:9]([CH:8]=[CH:7][N:6]3[CH2:5][C:4]([OH:38])=[O:3])=[CH:10][CH:11]=2)=[C:22]([C:23]([F:24])([F:25])[F:26])[CH:21]=[C:20]([C:27]2[CH:28]=[CH:29][C:30]([C:33]([F:35])([F:34])[F:36])=[CH:31][CH:32]=2)[N:19]=1 |f:1.2|. Procedure: In analogy to the procedure described in example 5 g], {6-[2-methyl-4-trifluoromethyl-6-(4-trifluoromethyl-phenyl)-pyridin-3-ylmethoxy]-indol-1-yl}-acetic acid ethyl ester was treated with LiOH to obtain the title compound as colorless solid. The reactants are N(=O)[O-].[Na+] (sodium nitrite), CC1=C(N)C(=CC=C1)[N+](=O)[O-] (2-methyl-6-nitroaniline), Cl (hydrochloric acid), cuprous bromide, Br (hydrobromic acid). The solvent is O (water), O (water). Conditions: time 18 hour. Yields the product BrC1=C(C=CC=C1[N+](=O)[O-])C (1-bromo-2-methyl-6-nitrobenzene). Reaction SMILES: [CH3:1][C:2]1[CH:8]=[CH:7][CH:6]=[C:5]([N+:9]([O-:11])=[O:10])[C:3]=1N.Cl.N([O-])=O.[Na+].[BrH:17]>O>[Br:17][C:3]1[C:5]([N+:9]([O-:11])=[O:10])=[CH:6][CH:7]=[CH:8][C:2]=1[CH3:1] |f:2.3|. Procedure details: A stirred solution of 2-methyl-6-nitroaniline (75.0 g, 0.493 mole) and 40 ml of hydrochloric acid (48% solution) in 135 ml of water was cooled to 0°. During a one hour period a solution of sodium nitrite (36.2 g, 0.51 mole) in 60 ml of water was added to the reaction mixture. The mixture was suction filtered through a sintered glass funnel, collecting the filtrate in a flask cooled by a dry ice-acetone bath. The filtrate was placed in a jacketed addition funnel cooled by a dry ice-acetone bath. ... Reactants: O[C@@H]1CN(CC1)C(=O)OC(C)(C)C (tert-butyl (3S)-3-hydroxypyrrolidine-1-carboxylate), O(C1=CC=CC=C1)[C@@H]1CN(CC1)C(=O)OC(C)(C)C (tert-Butyl (3S)-3-phenoxypyrrolidine-1-carboxylate). The product is O(C1=CC=CC=C1)[C@H]1CN(CC1)C(=O)OC(C)(C)C (tert-Butyl (3R)-3-phenoxypyrrolidine-1-carboxylate). Yield: 51.0%. As a reaction SMILES: O[C@H]1CCN(C(OC(C)(C)C)=O)C1.[O:14]([C@H:21]1[CH2:25][CH2:24][N:23]([C:26]([O:28][C:29]([CH3:32])([CH3:31])[CH3:30])=[O:27])[CH2:22]1)[C:15]1[CH:20]=[CH:19][CH:18]=[CH:17][CH:16]=1>>[O:14]([C@@H:21]1[CH2:25][CH2:24][N:23]([C:26]([O:28][C:29]([CH3:32])([CH3:31])[CH3:30])=[O:27])[CH2:22]1)[C:15]1[CH:16]=[CH:17][CH:18]=[CH:19][CH:20]=1. Procedure: tert-Butyl (3R)-3-phenoxypyrrolidine-1-carboxylate was prepared from tert-butyl (3S)-3-hydroxypyrrolidine-1-carboxylate (0.43 g, 2.286 mmol) according to the method described for Intermediate 270 to afford the title compound (0.312 g, 51% yield). Method B HPLC-MS: MH+ requires m/z=208 Found: m/z=208, Rt=2.20 min (100%). The reactants are CO, COC(=O)c1ccc(OC(c2cc(-c3ccccc3)oc2C)C2CCC2)cc1, Cl, [Li+], C1CCOC1, [OH-], O. Yields the product Cc1oc(-c2ccccc2)cc1C(Oc1ccc(C(=O)O)cc1)C1CCC1. As a reaction SMILES: [CH3:33][OH:34].[CH:1]1([CH:5]([O:6][c:7]2[cH:8][cH:9][c:10]([C:11](=[O:12])[O:13][CH3:14])[cH:15][cH:16]2)[c:17]2[c:18]([CH3:28])[o:19][c:20](-[c:22]3[cH:23][cH:24][cH:25][cH:26][cH:27]3)[cH:21]2)[CH2:2][CH2:3][CH2:4]1.[ClH:32].[Li+:29].[O:35]1[CH2:36][CH2:37][CH2:38][CH2:39]1.[OH-:30].[OH2:31]>>[CH:1]1([CH:5]([O:6][c:7]2[cH:8][cH:9][c:10]([C:11](=[O:12])[OH:13])[cH:15][cH:16]2)[c:17]2[c:18]([CH3:28])[o:19][c:20](-[c:22]3[cH:23][cH:24][cH:25][cH:26][cH:27]3)[cH:21]2)[CH2:2][CH2:3][CH2:4]1. Reactants: COC=1C=C(CO\N=C(/CCC(=O)OC)\C2=CC=CC=C2)C=CC1OCC=1N=C(OC1C)C1=CC=CC=C1 (methyl E-4-[3-methoxy-4-(5-methyl-2-phenyl-4-oxazolylmethoxy)benzyloxyimino]-4-phenylbutyrate), [OH-].[Na+] (sodium hydroxide). Product: COC=1C=C(CO\N=C(/CCC(=O)O)\C2=CC=CC=C2)C=CC1OCC=1N=C(OC1C)C1=CC=CC=C1 (E-4-[3-methoxy-4-(5-methyl-2-phenyl-4-oxazolylmethoxy)benzyloxyimino]-4-phenylbutyric acid). Isolated yield 81.2%. RXN SMILES: [CH3:1][O:2][C:3]1[CH:4]=[C:5]([CH:22]=[CH:23][C:24]=1[O:25][CH2:26][C:27]1[N:28]=[C:29]([C:33]2[CH:38]=[CH:37][CH:36]=[CH:35][CH:34]=2)[O:30][C:31]=1[CH3:32])[CH2:6][O:7]/[N:8]=[C:9](/[C:16]1[CH:21]=[CH:20][CH:19]=[CH:18][CH:17]=1)\[CH2:10][CH2:11][C:12]([O:14]C)=[O:13].[OH-].[Na+]>>[CH3:1][O:2][C:3]1[CH:4]=[C:5]([CH:22]=[CH:23][C:24]=1[O:25][CH2:26][C:27]1[N:28]=[C:29]([C:33]2[CH:38]=[CH:37][CH:36]=[CH:35][CH:34]=2)[O:30][C:31]=1[CH3:32])[CH2:6][O:7]/[N:8]=[C:9](/[C:16]1[CH:17]=[CH:18][CH:19]=[CH:20][CH:21]=1)\[CH2:10][CH2:11][C:12]([OH:14])=[O:13] |f:1.2|. Procedure details: In substantially the same manner as in example 148, methyl E-4-[3-methoxy-4-(5-methyl-2-phenyl-4-oxazolylmethoxy)benzyloxyimino]-4-phenylbutyrate (1.00 g) was reacted with 1N aqueous sodium hydroxide to obtain E-4-[3-methoxy-4-(5-methyl-2-phenyl-4-oxazolylmethoxy)benzyloxyimino]-4-phenylbutyric acid (790 mg, yield 80%). Recrystallization from ethanol-isopropyl ether gave colorless prisms. m.p. 134-135° C. Procedure details: Ethyl 3-(piperid-4-yl)propionate (7 g) (prepared similarly to Preparation 21 A using ethyl alcohol in place of methyl alcohol) was dissolved in ethanolic methylamine (33%, 50 ml) and heated in a stainless steel bomb for 6 hours at 120°. The mixture was then evaporated to dryness in vacuo and the residue partitioned between 2 N NaOH (20 ml) and chloroform (40 ml). The chloroform layer was dried (Na2CO3) and evaporated to give N-methyl-3-(piperid-4-yl)propionamide (6 g) as a crude oil. As a reaction SMILES: [NH:1]1[CH2:6][CH2:5][CH:4]([CH2:7][CH2:8][C:9]([O:11]CC)=O)[CH2:3][CH2:2]1.C(O)C.[CH3:17][NH2:18]>>[CH3:17][NH:18][C:9](=[O:11])[CH2:8][CH2:7][CH:4]1[CH2:5][CH2:6][NH:1][CH2:2][CH2:3]1. Product: CNC(CCC1CCNCC1)=O (N-methyl-3-(piperid-4-yl)propionamide). The reactants are CN (methylamine), N1CCC(CC1)CCC(=O)OCC (Ethyl 3-(piperid-4-yl)propionate), C(C)O (ethyl alcohol), stainless steel. The reactants are C1CNC1, COCC12Cc3cnn(-c4ccc(F)cc4)c3C=C1CCN(S(=O)(=O)c1ccc(Cl)nc1)C2. Product: COCC12Cc3cnn(-c4ccc(F)cc4)c3C=C1CCN(S(=O)(=O)c1ccc(N3CCC3)nc1)C2. Reaction SMILES: [CH2:34]1[CH2:35][NH:36][CH2:37]1.[Cl:1][c:2]1[cH:3][cH:4][c:5]([S:8](=[O:9])(=[O:10])[N:11]2[CH2:12][C:13]3([CH2:31][O:32][CH3:33])[CH2:14][c:15]4[c:16]([n:21](-[c:24]5[cH:25][cH:26][c:27]([F:30])[cH:28][cH:29]5)[n:22][cH:23]4)[CH:17]=[C:18]3[CH2:19][CH2:20]2)[cH:6][n:7]1>>[c:2]1([N:36]2[CH2:35][CH2:34][CH2:37]2)[cH:3][cH:4][c:5]([S:8](=[O:9])(=[O:10])[N:11]2[CH2:12][C:13]3([CH2:31][O:32][CH3:33])[CH2:14][c:15]4[c:16]([n:21](-[c:24]5[cH:25][cH:26][c:27]([F:30])[cH:28][cH:29]5)[n:22][cH:23]4)[CH:17]=[C:18]3[CH2:19][CH2:20]2)[cH:6][n:7]1.